From a dataset of the Open Reaction Database (ORD), a public repository of structured organic reaction records. describe an organic reaction: reactants, conditions, products, and yield Reactants: ClC=1C=NC2=C(C(=CC=C2C1)Cl)C(=O)NN (3,7-dichloroquinoline- 8-carboxylic hydrazide), N1=CC=CC=C1 (pyridine), C(=O)(Cl)Cl (phosgene). Solvent: C(OC)COC (dimethoxyethane). Yields the product ClC=1C=NC2=C(C(=CC=C2C1)Cl)C1=NNC(O1)=O (5-(3,7-Dichloroquinol-8-yl)-1,3,4-oxadiazol-2-one). Yield: 62.0%. As a reaction SMILES: [Cl:1][C:2]1[CH:3]=[N:4][C:5]2[C:10]([CH:11]=1)=[CH:9][CH:8]=[C:7]([Cl:12])[C:6]=2[C:13]([NH:15][NH2:16])=[O:14].N1C=CC=CC=1.[C:23](Cl)(Cl)=[O:24]>C(COC)OC>[Cl:1][C:2]1[CH:3]=[N:4][C:5]2[C:10]([CH:11]=1)=[CH:9][CH:8]=[C:7]([Cl:12])[C:6]=2[C:13]1[O:14][C:23](=[O:24])[NH:16][N:15]=1. Procedure details: 12.8 g (50 millimoles) of 3,7-dichloroquinoline- 8-carboxylic hydrazide (compound No. 1) were suspended in 100 ml of dimethoxyethane, 7.9 g (100 millimoles) of pyridine were added and phosgene was then passed in over a period of 4 hours at 25° C. Excess phosgene and the solvent were removed, the residue was stirred into water and the mixture was filtered under suction to give 8.7 g (62%) of a product of melting point of 87° C. (compound No. 33).